This data is from the Open Reaction Database (ORD), a public repository of structured organic reaction records. The task is: describe an organic reaction: reactants, conditions, products, and yield Reactants: C1(=CC=CC=C1)C (toluene), C1(=CC=CC=C1)C=1N(C2=CC=CC=C2C1)C1=CC=C(C=C1)B(O)O (4-(2-phenylindole-1-yl)phenyl boronic acid), BrC1=CC=C(C=C1)N1C2=CC=CC=C2C=2C=CC=CC12 (9-(4-bromophenyl)carbazole), C([O-])([O-])=O.[Na+].[Na+] (sodium carbonate). The reagents and catalysts are [Pd].C1(=CC=CC=C1)P(C1=CC=CC=C1)C1=CC=CC=C1.C1(=CC=CC=C1)P(C1=CC=CC=C1)C1=CC=CC=C1.C1(=CC=CC=C1)P(C1=CC=CC=C1)C1=CC=CC=C1.C1(=CC=CC=C1)P(C1=CC=CC=C1)C1=CC=CC=C1 (tetrakis-(triphenylphosphine) palladium (0)). Run in C(C)O (ethanol). The product is white crystal, C1(=CC=CC=C1)C=1N(C2=CC=CC=C2C1)C1=CC=C(C=C1)C1=CC=C(C=C1)N1C2=CC=CC=C2C=2C=CC=CC12 (4-(2-phenylindole-1-yl)-4′-(carbazole-9-yl)biphenyl). Isolated yield 38.6%. As a reaction SMILES: [C:1]1([C:7]2[N:8]([C:16]3[CH:21]=[CH:20][C:19](B(O)O)=[CH:18][CH:17]=3)[C:9]3[C:14]([CH:15]=2)=[CH:13][CH:12]=[CH:11][CH:10]=3)[CH:6]=[CH:5][CH:4]=[CH:3][CH:2]=1.Br[C:26]1[CH:31]=[CH:30][C:29]([N:32]2[C:44]3[CH:43]=[CH:42][CH:41]=[CH:40][C:39]=3[C:38]3[C:33]2=[CH:34][CH:35]=[CH:36][CH:37]=3)=[CH:28][CH:27]=1.C1(C)C=CC=CC=1.C(=O)([O-])[O-].[Na+].[Na+]>[Pd].C1(P(C2C=CC=CC=2)C2C=CC=CC=2)C=CC=CC=1.C1(P(C2C=CC=CC=2)C2C=CC=CC=2)C=CC=CC=1.C1(P(C2C=CC=CC=2)C2C=CC=CC=2)C=CC=CC=1.C1(P(C2C=CC=CC=2)C2C=CC=CC=2)C=CC=CC=1.C(O)C>[C:1]1([C:7]2[N:8]([C:16]3[CH:21]=[CH:20][C:19]([C:26]4[CH:31]=[CH:30][C:29]([N:32]5[C:33]6[CH:34]=[CH:35][CH:36]=[CH:37][C:38]=6[C:39]6[C:44]5=[CH:43][CH:42]=[CH:41][CH:40]=6)=[CH:28][CH:27]=4)=[CH:18][CH:17]=3)[C:9]3[C:14]([CH:15]=2)=[CH:13][CH:12]=[CH:11][CH:10]=3)[CH:6]=[CH:5][CH:4]=[CH:3][CH:2]=1 |f:3.4.5,6.7.8.9.10|. Procedure: 0.78 g (2.49 mmole) of 4-(2-phenylindole-1-yl)phenyl boronic acid and 0.80 g (2.48 mmole) of 9-(4-bromophenyl)carbazole were put in a 20 ml three-necked flask, and 2.5 ml of toluene, 1.5 ml of ethanol, and 2.5 ml of 2M-sodium carbonate solution were put therein, and 0.09 g (0.08 mmole) of tetrakis-(triphenylphosphine) palladium (0) was added under stirring at room temperature under nitrogen flow. Then, the mixture was refluxed with stirring for 5 hours under nitrogen flow. After the reaction was... Starting materials: CCN=C=NCCCN(C)C, COc1cccc(C(=O)O)c1C, ClC(Cl)Cl, Cl, O, On1nnc2ccccc21. Product: COc1cccc(C(N)=O)c1C. Reaction SMILES: [CH3:14][N:15]([CH3:16])[CH2:17][CH2:18][CH2:19][N:20]=[C:21]=[N:22][CH2:23][CH3:24].[CH3:1][O:2][c:3]1[c:4]([CH3:12])[c:5]([C:6](=[O:7])[OH:8])[cH:9][cH:10][cH:11]1.[CH:36]([Cl:37])([Cl:38])[Cl:39].[ClH:13].[OH2:25].[OH:26][n:27]1[c:28]2[cH:29][cH:30][cH:31][cH:32][c:33]2[n:34][n:35]1>>[CH3:1][O:2][c:3]1[c:4]([CH3:12])[c:5]([C:6](=[O:7])[NH2:15])[cH:9][cH:10][cH:11]1. The solvent is C(C)(=O)O (acetic acid). Reaction SMILES: [Cl:1][C:2]1[CH:7]=[CH:6][CH:5]=[CH:4][C:3]=1[C:8]1[C:9]([C:14]2[CH:19]=[CH:18][C:17]([Cl:20])=[CH:16][CH:15]=2)=[C:10]([NH2:13])[NH:11][N:12]=1.C([O:23][C:24](=O)[CH:25]([CH3:29])[C:26](=O)[CH3:27])C.C(OCC)C>C(O)(=O)C>[Cl:20][C:17]1[CH:16]=[CH:15][C:14]([C:9]2[C:8]([C:3]3[CH:4]=[CH:5][CH:6]=[CH:7][C:2]=3[Cl:1])=[N:12][N:11]3[C:24]([OH:23])=[C:25]([CH3:29])[C:26]([CH3:27])=[N:13][C:10]=23)=[CH:19][CH:18]=1. Reported procedure: To a mixture of 5-(2-chlorophenyl)-4-(4-chlorophenyl)-2H-pyrazol-3-ylamine (I-3A-1b; 0.642 g, 2.11 mmol) in acetic acid (2.6 ml) was added 2-methyl-3-oxobutyric acid ethyl ester (366 mg, 2.53 mmol). The reaction was heated at 100° C. for 5 hours. After cooling to room temperature, the precipitated solid was isolated by vacuum filtration and then repulped from diethyl ether to afford I-4A-1a (292 mg, 36%) as a colorless solid: +ESI MS (M+1) 384.1; 1H NMR (400 MHz, DMSO-d6) δ 11.77 (s, 1H), 7.45–7... Reactants: C(C)OC(C(C(C)=O)C)=O (2-methyl-3-oxobutyric acid ethyl ester), ClC1=C(C=CC=C1)C=1C(=C(NN1)N)C1=CC=C(C=C1)Cl (5-(2-chlorophenyl)-4-(4-chlorophenyl)-2H-pyrazol-3-ylamine), C(C)OCC (diethyl ether). Conditions: temperature 100 celsius. The product is ClC1=CC=C(C=C1)C=1C(=NN2C1N=C(C(=C2O)C)C)C2=C(C=CC=C2)Cl (3-(4-Chlorophenyl)-2-(2-chlorophenyl)-5,6-dimethylpyrazolo[1,5-a]pyrimidin-7-ol). The reactants are C([O-])([O-])=O.[K+].[K+] (potassium carbonate), S(=O)(=O)(OC)OC (dimethyl sulfate), C=1C=CC(=CC1)C2=C(C(=O)C=3C(=CC(=CC3O2)O)O)O (Galangin), CC(=O)C (acetone). Yields the product COC1=C(OC2=CC(=CC(=C2C1=O)OC)OC)C1=CC=CC=C1 (3,5,7-Trimethoxyflavone). The yield is 67.0%. Reaction SMILES: [CH:1]1[CH:2]=[CH:3][C:4]([C:7]2[O:17][C:16]3[CH:15]=[C:14](O)[CH:13]=[C:12](O)[C:11]=3[C:9](=[O:10])[C:8]=2[OH:20])=[CH:5][CH:6]=1.[C:21](=[O:24])([O-])[O-].[K+].[K+].S([O:32][CH3:33])(OC)(=O)=O.[CH3:34]C(C)=O>>[CH3:34][O:20][C:8]1[C:9](=[O:10])[C:11]2[C:16](=[CH:15][C:14]([O:24][CH3:21])=[CH:13][C:12]=2[O:32][CH3:33])[O:17][C:7]=1[C:4]1[CH:3]=[CH:2][CH:1]=[CH:6][CH:5]=1 |f:1.2.3|. Reported procedure: Galangin (27 mg, 0.1 mmol) was dissolved in dried acetone (20 mL), solid potassium carbonate (0.5 g) and dimethyl sulfate (1 mL) were added, and the mixture was refluxed for 4 hrs, then cooled to room temperature. The solution was filtered and evaporated, water (20 mL) and concentrated ammonium hydroxide (2 mL) were added and the solution was extracted with ethyl acetate (15 mL×2). The solvent was evaporated and the residue was recrystallized from methanol/water to give 21 mg product (67%). 1HNM...